The task is: describe an organic reaction: reactants, conditions, products, and yield. This data is from the Open Reaction Database (ORD), a public repository of structured organic reaction records. The solvent is [Cl-].[NH4+] (ammonium chloride), O (water), C(Cl)Cl (methylene chloride). The reactants are CCCCCC.C(C)[Zn]CC (diethylzinc hexane), CN1N=C2C=CC=C(C2=C1)\C=C/CO ((2Z)-3-(2-methyl-2H-indazol-4-yl)prop-2-en-1-ol), ICI (Diiodomethane). Yields the product CN1N=C2C=CC=C(C2=C1)[C@@H]1[C@@H](C1)CO (cis-[2-(2-methyl-2H-indazol-4-yl)cyclopropyl]methanol). RXN SMILES: [CH3:1][N:2]1[CH:10]=[C:9]2[C:4]([CH:5]=[CH:6][CH:7]=[C:8]2/[CH:11]=[CH:12]\[CH2:13][OH:14])=[N:3]1.[CH3:15]CCCCC.C([Zn]CC)C.ICI>C(Cl)Cl.[Cl-].[NH4+].O>[CH3:1][N:2]1[CH:10]=[C:9]2[C:4]([CH:5]=[CH:6][CH:7]=[C:8]2[C@H:11]2[CH2:15][C@H:12]2[CH2:13][OH:14])=[N:3]1 |f:1.2,5.6|. Yield: 62.8%. Conditions: time 10 minute. Reported procedure: Under argon gas atmosphere, to a suspension of (2Z)-3-(2-methyl-2H-indazol-4-yl)prop-2-en-1-ol (60.0 mg, 0.319 mmol) in methylene chloride (3 mL) was added 1 M diethylzinc hexane solution (1.60 mL, 1.60 mmol) under ice-cooling and the mixture was stirred for 10 min. Diiodomethane (128 μL, 1.59 mmol) was added, and the mixture was stirred at room temperature for 2 hr. The reaction solution was diluted with saturated aqueous ammonium chloride solution and water, and the mixture was extracted with ... Reaction SMILES: [O:1]=[C:2]1[CH2:10][C:9]2[C:4](=[CH:5][CH:6]=[C:7]([C:11]([OH:13])=[O:12])[CH:8]=2)[NH:3]1.[N:14]1([CH2:19][CH2:20][O:21][C:22]2[CH:23]=[C:24]3[C:28](=[CH:29][CH:30]=2)[NH:27][C:26]([CH:31]=O)=[CH:25]3)[CH2:18][CH2:17][CH2:16][CH2:15]1>>[O:1]=[C:2]1[C:10](=[CH:31][C:26]2[NH:27][C:28]3[C:24]([CH:25]=2)=[CH:23][C:22]([O:21][CH2:20][CH2:19][N:14]2[CH2:18][CH2:17][CH2:16][CH2:15]2)=[CH:30][CH:29]=3)[C:9]2[C:4](=[CH:5][CH:6]=[C:7]([C:11]([OH:13])=[O:12])[CH:8]=2)[NH:3]1. Starting materials: O=C1NC2=CC=C(C=C2C1)C(=O)O (2-Oxo-2,3-dihydro-1H-indole-5-carboxylic acid), N1(CCCC1)CCOC=1C=C2C=C(NC2=CC1)C=O (5-(2-pyrrolidin-1-yl-ethoxy)-1H-indole-2-carbaldehyde). Procedure details: 2-Oxo-2,3-dihydro-1H-indole-5-carboxylic acid was condensed with 5-(2-pyrrolidin-1-yl-ethoxy)-1H-indole-2-carbaldehyde to give the title compound. Product: O=C1NC2=CC=C(C=C2C1=CC=1NC2=CC=C(C=C2C1)OCCN1CCCC1)C(=O)O (2-Oxo-3-[5-(2-pyrrolidin-1-yl-ethoxy)-1H-indol-2-ylmethylene]-2,3-dihydro-1H-indole-5-carboxylic acid). The reactants are C(C)OC(CC1=NC(=CC=C1)S)=O ((6-mercapto-pyridin-2-yl)-acetic acid ethyl ester), ClCC(C)=O (chloroacetone). Yields the product C(C)OC(CC1=NC(=CC=C1)SCC(C)=O)=O ([6-(2-Oxo-propylsulfanyl)-pyridin-2-yl]acetic acid ethyl ester). Reaction SMILES: [CH2:1]([O:3][C:4](=[O:13])[CH2:5][C:6]1[CH:11]=[CH:10][CH:9]=[C:8]([SH:12])[N:7]=1)[CH3:2].Cl[CH2:15][C:16](=[O:18])[CH3:17]>>[CH2:1]([O:3][C:4](=[O:13])[CH2:5][C:6]1[CH:11]=[CH:10][CH:9]=[C:8]([S:12][CH2:15][C:16](=[O:18])[CH3:17])[N:7]=1)[CH3:2]. Reported procedure: Prepared according to the procedure described in Example 1, Step 3, using the following starting materials: (6-mercapto-pyridin-2-yl)-acetic acid ethyl ester and chloroacetone. Reactants: FC1=C(C(=O)Cl)C(=CC=C1)F (2,6-Difluoro-benzoyl chloride), C(C)(C)(C)OC(CN1C(=NC2=C1C=CC(=C2)NCC2=CC=CC=C2)CCC)=O ((5-benzylamino-2-propyl-benzoimidazol-1-yl)-acetic acid tert-butyl ester), CCN(C(C)C)C(C)C (DIEA). Reagents/catalysts: CN(C)C=1C=CN=CC1 (DMAP). The solvent is C(Cl)Cl (CH2Cl2), Cl (HCl). Run at time 8 hour. Yields the product C(C)(C)(C)OC(CN1C(=NC2=C1C=CC(=C2)N(C(C2=C(C=CC=C2F)F)=O)CC2=CC=CC=C2)CCC)=O ({5-[Benzyl-(2,6-difluoro-benzoyl)-amino]-2-propyl-benzoimidazol-1-yl}-acetic acid tert-butyl ester). RXN SMILES: [F:1][C:2]1[CH:10]=[CH:9][CH:8]=[C:7]([F:11])[C:3]=1[C:4](Cl)=[O:5].[C:12]([O:16][C:17](=[O:39])[CH2:18][N:19]1[C:23]2[CH:24]=[CH:25][C:26]([NH:28][CH2:29][C:30]3[CH:35]=[CH:34][CH:33]=[CH:32][CH:31]=3)=[CH:27][C:22]=2[N:21]=[C:20]1[CH2:36][CH2:37][CH3:38])([CH3:15])([CH3:14])[CH3:13].CCN(C(C)C)C(C)C>CN(C1C=CN=CC=1)C.C(Cl)Cl.Cl>[C:12]([O:16][C:17](=[O:39])[CH2:18][N:19]1[C:23]2[CH:24]=[CH:25][C:26]([N:28]([CH2:29][C:30]3[CH:31]=[CH:32][CH:33]=[CH:34][CH:35]=3)[C:4](=[O:5])[C:3]3[C:2]([F:1])=[CH:10][CH:9]=[CH:8][C:7]=3[F:11])=[CH:27][C:22]=2[N:21]=[C:20]1[CH2:36][CH2:37][CH3:38])([CH3:15])([CH3:14])[CH3:13]. Procedure: 2,6-Difluoro-benzoyl chloride (45 μL, 0.36 mmol) was added to a solution of (5-benzylamino-2-propyl-benzoimidazol-1-yl)-acetic acid tert-butyl ester (45 mg, 0.12 mmol), DIEA (41 μL, 0.24 mmol) and DMAP (15 mg, 0.12 mmol) in CH2Cl2 (1 mL), and stirred overnight at room temperature. The reaction solution was diluted with aqueous HCl (1.0 M) and filtered through an Extrelut column. The Extrelut column was washed with CH2Cl2, and the filtrate was concentrated to afford the subtitle compound that was...